The task is: describe an organic reaction: reactants, conditions, products, and yield. This data is from the Open Reaction Database (ORD), a public repository of structured organic reaction records. Reactants: O=C1CCN(CC1)C(=O)OC(C)(C)C (tert-butyl 4-oxopiperidine-1-carboxylate), Cl.C(C1=CC=CC=C1)ON (O-benzylhydroxylamine hydrochloride), FC(C(=O)O)(F)F (trifluoroacetic acid). Run in C(Cl)Cl (CH2Cl2), N1=CC=CC=C1 (pyridine). Reaction conditions: time 30 minute. Product: C(C1=CC=CC=C1)ON=C1CCNCC1 (Piperidin-4-one O-benzyl oxime). Reaction SMILES: O=[C:2]1[CH2:7][CH2:6][N:5](C(OC(C)(C)C)=O)[CH2:4][CH2:3]1.Cl.[CH2:16]([O:23][NH2:24])[C:17]1[CH:22]=[CH:21][CH:20]=[CH:19][CH:18]=1.FC(F)(F)C(O)=O>N1C=CC=CC=1.C(Cl)Cl>[CH2:16]([O:23][N:24]=[C:2]1[CH2:3][CH2:4][NH:5][CH2:6][CH2:7]1)[C:17]1[CH:22]=[CH:21][CH:20]=[CH:19][CH:18]=1 |f:1.2|. Reported procedure: A solution of tert-butyl 4-oxopiperidine-1-carboxylate (524 mg, 2.63 mmol) and O-benzylhydroxylamine hydrochloride (504 mg, 3.16 mmol) in pyridine (5 mL) was stirred at ambient temperature for 18 hours. The reaction mixture was concentrated in vacuo and the residue was partitioned between ether and H2O. The separated organic phase was washed with 1 N aqueous HCl and brine, dried over MgSO4, filtered, and concentrated in vacuo to yield 816 mg of crude N-tert-butoxycarbonyl intermediate. This mate...